From a dataset of the Open Reaction Database (ORD), a public repository of structured organic reaction records. describe an organic reaction: reactants, conditions, products, and yield The reactants are S(O)(O)(=O)=O (sulfuric acid), ice, [N+](=O)(O)[O-] (nitric acid), [N+](=O)(O)[O-].OC1=CC=NC=C1 (4-hydroxypyridine nitrate). Product: [N+](=O)([O-])C1C=NC=CC1=O (3-nitro-4-pyridone). Reaction SMILES: S(=O)(=O)(O)O.[N+:6]([O-:9])(O)=[O:7].[N+]([O-])(O)=O.[OH:14][C:15]1[CH:20]=[CH:19][N:18]=[CH:17][CH:16]=1>>[N+:6]([CH:20]1[C:15](=[O:14])[CH:16]=[CH:17][N:18]=[CH:19]1)([O-:9])=[O:7] |f:2.3|. Procedure details: To a cold solution of 35 ml. of fuming sulfuric acid and 45 ml. of fuming nitric acid was added 35 grams of the 4-hydroxypyridine nitrate. After allowing the mixture to warm to room temperature over night it was heated on a steam bath for 21/4 hours. It was cooled and poured onto 500 grams of ice. The resulting precipitate was collected on a filter, washed with a minimum of water and recrystallized from water to give 3-nitro-4-pyridone, m.p. 282-284° C.